Dataset: the Open Reaction Database (ORD), a public repository of structured organic reaction records. Task: describe an organic reaction: reactants, conditions, products, and yield Reactants: CCOC(=O)CP(=O)(OCC)OCC, CCOC(C)=O, COc1cc(F)c(C=O)c(F)c1, [H-], [Na+], C1CCOC1. Yields the product CCOC(=O)CCc1c(F)cc(OC)cc1F. As a reaction SMILES: [CH2:1]([O:2][P:3]([O:4][CH2:5][CH3:6])(=[O:7])[CH2:9][C:10](=[O:11])[O:12][CH2:13][CH3:14])[CH3:8].[CH3:34][CH2:35][O:36][C:37](=[O:38])[CH3:39].[F:17][c:18]1[c:19]([CH:20]=[O:21])[c:22]([F:28])[cH:23][c:24]([O:26][CH3:27])[cH:25]1.[H-:15].[Na+:16].[O:29]1[CH2:30][CH2:31][CH2:32][CH2:33]1>>[CH2:9]([C:10](=[O:11])[O:12][CH2:13][CH3:14])[CH2:20][c:19]1[c:18]([F:17])[cH:25][c:24]([O:26][CH3:27])[cH:23][c:22]1[F:28]. The reactants are ClC1=C(C=CC=C1)C (o-chlorotoluene), C(Cl)C1CO1 (epichlorohydrin), O=O (oxygen). The reagents and catalysts are CCCCC(CC)C(=O)[O-].CCCCC(CC)C(=O)[O-].[Co+2] (cobalt octoate). Reaction conditions: temperature 155 celsius. Yields the product ClC1=C(C(=O)O)C=CC=C1 (o-chlorobenzoic acid). RXN SMILES: Cl[C:2]1C=C[CH:5]=[CH:4][C:3]=1C.[CH2:9]([CH:11]1[O:13][CH2:12]1)[Cl:10].[O:14]=O>CCCCC(C([O-])=O)CC.CCCCC(C([O-])=O)CC.[Co+2]>[Cl:10][C:9]1[CH:5]=[CH:4][CH:3]=[CH:2][C:11]=1[C:12]([OH:13])=[O:14] |f:3.4.5|. Procedure details: Into the column were charged 453 grams (3.58 moles) of o-chlorotoluene, 2.25 grams of cobalt octoate (6% Co), and 1.0 gram of epichlorohydrin. The reaction mixture was heated to 155° C. and maintained at that temperature while oxygen was bubbled through it at the rate of 300 ml./min. An additional 1.0 gram of epichlorohydrin was added to the reaction mixture every two hours during the oxidation. Throughout the reaction period, the gases leaving the column remained non-acidic. At the end of 14 ho... Starting materials: C=C(C)C(=O)NCCCCCC(=O)[O-], CN([SiH](C)C)[Si](C)(C)C. Yields the product C=C(C)C(=O)NCCCCCC(=O)O[Si](C)(C)C. Reaction SMILES: [C:1]([C:2](=[CH2:3])[CH3:4])(=[O:5])[NH:6][CH2:7][CH2:8][CH2:9][CH2:10][CH2:11][C:12](=[O:13])[O-:14].[CH3:15][SiH:16]([CH3:17])[N:22]([Si:18]([CH3:19])([CH3:20])[CH3:21])[CH3:23]>>[C:1]([C:2](=[CH2:3])[CH3:4])(=[O:5])[NH:6][CH2:7][CH2:8][CH2:9][CH2:10][CH2:11][C:12](=[O:13])[O:14][Si:18]([CH3:19])([CH3:20])[CH3:21]. The reactants are Br, CC(=O)O, O=C(O)c1ccsc1. The product is O=C(O)c1csc(Br)c1. As a reaction SMILES: [BrH:9].[C:10]([OH:11])(=[O:12])[CH3:13].[s:1]1[cH:2][c:3]([C:6](=[O:7])[OH:8])[cH:4][cH:5]1>>[s:1]1[cH:2][c:3]([C:6](=[O:7])[OH:8])[cH:4][c:5]1[Br:9]. The reactants are ClCCCBr, c1ccc2[nH]ccc2c1. The product is ClCCCn1ccc2ccccc21. Reaction SMILES: [Br:10][CH2:11][CH2:12][CH2:13][Cl:14].[cH:1]1[cH:2][cH:3][c:4]2[nH:5][cH:6][cH:7][c:8]2[cH:9]1>>[cH:1]1[cH:2][cH:3][c:4]2[n:5]([CH2:11][CH2:12][CH2:13][Cl:14])[cH:6][cH:7][c:8]2[cH:9]1.